From a dataset of the Open Reaction Database (ORD), a public repository of structured organic reaction records. describe an organic reaction: reactants, conditions, products, and yield Starting materials: Cl.NO (Hydroxylamine hydrochloride), C(C)(C)(C)C1=CC=C(C=O)C=C1 (4-tert-butylbenzaldehyde), Cl (hydrochloric acid), [OH-].[Na+] (sodium hydroxide). Run in O (water), CCO (EtOH), C(C)OCC (diethyl ether). Run at time 8 hour. The product is C(C)(C)(C)C1=CC=C(C=NO)C=C1 (4-tert-butylbenzaldehyde oxime). RXN SMILES: Cl.[NH2:2][OH:3].[C:4]([C:8]1[CH:15]=[CH:14][C:11]([CH:12]=O)=[CH:10][CH:9]=1)([CH3:7])([CH3:6])[CH3:5].[OH-].[Na+].Cl>O.CCO.C(OCC)C>[C:4]([C:8]1[CH:15]=[CH:14][C:11]([CH:12]=[N:2][OH:3])=[CH:10][CH:9]=1)([CH3:7])([CH3:6])[CH3:5] |f:0.1,3.4|. Procedure details: Hydroxylamine hydrochloride (4.65 g, 67.4 mmol) was slowly added to a solution of 4-tert-butylbenzaldehyde (10 g, 61.6 mmol) in water (34 ml) and EtOH (7 ml). An aqueous solution of sodium hydroxide (3.6 g, 153 mmol) was slowly added dropwise, so the temperature of the reaction mixture did not exceed 25° C. The reaction mixture was stirred overnight at RT and mixed with diethyl ether. The aqueous phase was neutralised with 0.5 M aq. hydrochloric acid solution and extracted several times with eth... RXN SMILES: [Cl:15][c:16]1[c:17]([F:25])[cH:18][cH:19][c:20]([N+:22](=[O:23])[O-:24])[cH:21]1.[Cl:3][c:4]1[c:5]([CH:12]([CH3:13])[OH:14])[c:6]([Cl:11])[cH:7][cH:8][c:9]1[F:10].[H-:1].[Na+:2]>>[Cl:3][c:4]1[c:5]([CH:12]([CH3:13])[O:14][c:17]2[c:16]([Cl:15])[cH:21][c:20]([N+:22](=[O:23])[O-:24])[cH:19][cH:18]2)[c:6]([Cl:11])[cH:7][cH:8][c:9]1[F:10]. The product is CC(Oc1ccc([N+](=O)[O-])cc1Cl)c1c(Cl)ccc(F)c1Cl. The reactants are O=[N+]([O-])c1ccc(F)c(Cl)c1, CC(O)c1c(Cl)ccc(F)c1Cl, [H-], [Na+].